This data is from the Open Reaction Database (ORD), a public repository of structured organic reaction records. The task is: describe an organic reaction: reactants, conditions, products, and yield The reactants are [Cl-].C1(=CC=CC=C1)[S+](C1=CC=C(C=C1)O)C1=CC=CC=C1 (diphenyl-4-hydroxyphenylsulfonium chloride), FC(S(=O)(=O)[O-])(F)F.[K+] (potassium trifluoromethanesulfonate). Procedure details: To an aqueous solution of 11.5 g of the diphenyl-4-hydroxyphenylsulfonium chloride, 22 g of an aqueous 37.5% potassium trifluoromethanesulfonate solution was dropwise added with stirring at room temperature to obtain a white precipitate. The white precipitate was filtered, and then the impurities were washed with distilled water several times, followed by drying under reduced pressure to obtain 10.7 g of the desired diphenyl-4-hydroxyphenylsulfonium trifluoromethanesulfonate. As a reaction SMILES: [Cl-].[C:2]1([S+:8]([C:16]2[CH:21]=[CH:20][CH:19]=[CH:18][CH:17]=2)[C:9]2[CH:14]=[CH:13][C:12]([OH:15])=[CH:11][CH:10]=2)[CH:7]=[CH:6][CH:5]=[CH:4][CH:3]=1.[F:22][C:23]([F:29])([F:28])[S:24]([O-:27])(=[O:26])=[O:25].[K+]>>[F:22][C:23]([F:29])([F:28])[S:24]([O-:27])(=[O:26])=[O:25].[C:2]1([S+:8]([C:16]2[CH:21]=[CH:20][CH:19]=[CH:18][CH:17]=2)[C:9]2[CH:14]=[CH:13][C:12]([OH:15])=[CH:11][CH:10]=2)[CH:7]=[CH:6][CH:5]=[CH:4][CH:3]=1 |f:0.1,2.3,4.5|. The product is FC(S(=O)(=O)[O-])(F)F.C1(=CC=CC=C1)[S+](C1=CC=C(C=C1)O)C1=CC=CC=C1 (diphenyl-4-hydroxyphenylsulfonium trifluoromethanesulfonate).